The task is: describe an organic reaction: reactants, conditions, products, and yield. This data is from the Open Reaction Database (ORD), a public repository of structured organic reaction records. The reactants are S(=O)(Cl)Cl (Thionylchloride), CO (MeOH), FC=1C=C(C#N)C=C(C1[N+](=O)[O-])F (3,5-difluoro-4-nitro-benzonitrile). Conditions: temperature 25 celsius, time 8 hour. Product: COC(C1=CC(=C(C(=C1)F)[N+](=O)[O-])F)=O (3,5-Difluoro-4-nitro-benzoic acid methyl ester). As a reaction SMILES: S(Cl)(Cl)=[O:2].[F:5][C:6]1[CH:7]=[C:8]([CH:11]=[C:12]([F:17])[C:13]=1[N+:14]([O-:16])=[O:15])[C:9]#N.[CH3:18][OH:19]>>[CH3:18][O:19][C:9](=[O:2])[C:8]1[CH:7]=[C:6]([F:5])[C:13]([N+:14]([O-:16])=[O:15])=[C:12]([F:17])[CH:11]=1. Reported procedure: Thionylchloride (1.0 mol, 134 mL) was added to MeOH (400 mL) at −10° C. to −20° C. over a period of 0.5 h. To this solution was added 3,5-difluoro-4-nitro-benzonitrile (33.5 g, 180 mmol) and the reaction mixture was allowed to warm to 25° C. and stirred overnight at 25° C. Afterwards the temperature was slowly increased to 50° C. over 2 h and the evolving gas was trapped in a gas washer. Finally the reaction mixture was heated at reflux for 2 h. The cooled reaction mixture was filtered and conce... Reactants: C(CCC)C=1N(C(=CN1)CC(C(=O)OC)CC1=CC=CC=C1)CC1=C(C=CC=C1)Cl (methyl 3-[2-n-butyl-1-{(2-chlorophenyl)methyl}-1H-imidazol-5-yl]-2-benzylpropanoate), Example 9, ClN1C(CCC1=O)=O (N-chlorosuccinimide). Run in O1CCCC1 (tetrahydrofuran). Conditions: temperature 60 celsius. Yields the product C(CCC)C=1N(C(=C(N1)Cl)CC(C(=O)OC)CC1=CC=CC=C1)CC1=C(C=CC=C1)Cl (methyl 3-[2-n-butyl-4-chloro-1-{(2-chlorophenyl)methyl}-1H-imidazol-5-yl]-2-benzylpropanoate). Yield: 55.0%. As a reaction SMILES: [CH2:1]([C:5]1[N:6]([CH2:23][C:24]2[CH:29]=[CH:28][CH:27]=[CH:26][C:25]=2[Cl:30])[C:7]([CH2:10][CH:11]([CH2:16][C:17]2[CH:22]=[CH:21][CH:20]=[CH:19][CH:18]=2)[C:12]([O:14][CH3:15])=[O:13])=[CH:8][N:9]=1)[CH2:2][CH2:3][CH3:4].[Cl:31]N1C(=O)CCC1=O>O1CCCC1>[CH2:1]([C:5]1[N:6]([CH2:23][C:24]2[CH:29]=[CH:28][CH:27]=[CH:26][C:25]=2[Cl:30])[C:7]([CH2:10][CH:11]([CH2:16][C:17]2[CH:22]=[CH:21][CH:20]=[CH:19][CH:18]=2)[C:12]([O:14][CH3:15])=[O:13])=[C:8]([Cl:31])[N:9]=1)[CH2:2][CH2:3][CH3:4]. Reported procedure: To a solution of methyl 3-[2-n-butyl-1-{(2-chlorophenyl)methyl}-1H-imidazol-5-yl]-2-benzylpropanoate [Example 9 (4.34 g, 0.01 mol) in tetrahydrofuran (20 mL) was added N-chlorosuccinimide (1.35 g, 0.01 mol) in portions over a one hour period. The mixture was heated to 60° C. for one-hour. The tetrahydrofuran was evaporated, the residue was dissolved in ethyl acetate and washed with 5% aqueous sodium bicarbonate solution and water. The dried, concentrated product was flash chromatographed over si... The reactants are C(C1=CC=CC=C1)(=O)OC=1C=C(C=CC1OC)S(=O)(=O)O (3-benzoyloxy-4-methoxybenzenesulfonic acid), S(=O)(Cl)Cl (thionyl chloride). Run in C1(=CC=CC=C1)C (toluene). Product: C(C1=CC=CC=C1)(=O)OC=1C=C(C=CC1OC)S(=O)(=O)Cl (3-benzoyloxy-4-methoxybenzenesulfonyl chloride). Reaction SMILES: [C:1]([O:9][C:10]1[CH:11]=[C:12]([S:18]([OH:21])(=O)=[O:19])[CH:13]=[CH:14][C:15]=1[O:16][CH3:17])(=[O:8])[C:2]1[CH:7]=[CH:6][CH:5]=[CH:4][CH:3]=1.S(Cl)([Cl:24])=O>C1(C)C=CC=CC=1>[C:1]([O:9][C:10]1[CH:11]=[C:12]([S:18]([Cl:24])(=[O:21])=[O:19])[CH:13]=[CH:14][C:15]=1[O:16][CH3:17])(=[O:8])[C:2]1[CH:7]=[CH:6][CH:5]=[CH:4][CH:3]=1. Reported procedure: A solution of 3-benzoyloxy-4-methoxybenzenesulfonic acid (7.69 g) in dry toluene (70 mL) is treated with thionyl chloride (9 mL), and the mixture is heated at reflux for 6 hours. Concentration gives 3-benzoyloxy-4-methoxybenzenesulfonyl chloride (8.4 g), in the form of a brown oil. The reactants are CC(C)(C)Oc1nc(Cl)cc2ccccc12, Cc1cc(C)cc(P(c2cc(C)cc(C)c2)c2cc(C)cc(C)c2)c1, N, [Na], C1CCOC1. Product: Cc1cc(C)cc(P(c2cc(C)cc(C)c2)c2cc3ccccc3c(OC(C)(C)C)n2)c1. RXN SMILES: [C:28]([CH3:29])([CH3:30])([CH3:31])[O:32][c:33]1[n:34][c:35]([Cl:43])[cH:36][c:37]2[cH:38][cH:39][cH:40][cH:41][c:42]12.[CH3:3][c:4]1[cH:5][c:6]([P:11]([c:12]2[cH:13][c:14]([CH3:15])[cH:16][c:17]([CH3:18])[cH:19]2)[c:20]2[cH:21][c:22]([CH3:27])[cH:23][c:24]([CH3:26])[cH:25]2)[cH:7][c:8]([CH3:10])[cH:9]1.[NH3:2].[Na:1].[O:44]1[CH2:45][CH2:46][CH2:47][CH2:48]1>>[CH3:3][c:4]1[cH:5][c:6]([P:11]([c:20]2[cH:21][c:22]([CH3:27])[cH:23][c:24]([CH3:26])[cH:25]2)[c:35]2[n:34][c:33]([O:32][C:28]([CH3:29])([CH3:30])[CH3:31])[c:42]3[c:37]([cH:36]2)[cH:38][cH:39][cH:40][cH:41]3)[cH:7][c:8]([CH3:10])[cH:9]1. Starting materials: BrC1=CC=NC=C1 (4-bromopyridine), O1CCOC12CCC(CC2)=O (1,4-dioxaspiro[4.5]decan-8-one), [Li]CCCC (n-BuLi), O (water). Run in C1CCOC1 (THF), C1CCOC1 (THF), C1CCOC1 (THF). Conditions: temperature -78 celsius, time 1.5 hour. Product: N1=CC=C(C=C1)C1(CCC2(OCCO2)CC1)O (8-(Pyridin-4-yl)-1,4-dioxaspiro[4.5]decan-8-ol). Isolated yield 64.0%. Reaction SMILES: [Li]CCCC.Br[C:7]1[CH:12]=[CH:11][N:10]=[CH:9][CH:8]=1.[O:13]1[C:17]2([CH2:22][CH2:21][C:20](=[O:23])[CH2:19][CH2:18]2)[O:16][CH2:15][CH2:14]1.O>C1COCC1>[N:10]1[CH:11]=[CH:12][C:7]([C:20]2([OH:23])[CH2:21][CH2:22][C:17]3([O:16][CH2:15][CH2:14][O:13]3)[CH2:18][CH2:19]2)=[CH:8][CH:9]=1. Procedure: n-BuLi (32 ml, 64.0 mmol, 2 eq, 2 M solution in hexane) was placed in THF (60 ml) and cooled to −78° C. A solution of 4-bromopyridine (6.3 g, 40.0 mmol, 1.25 eq) in THF (50 ml) was slowly added dropwise at that temperature, and stirring was carried out for 1.5 h. A solution of 1,4-dioxaspiro[4.5]decan-8-one (5.0 g, 32.0 mmol, 1 eq) in THF (50 ml) was added likewise at −78° C., and stirring was carried out for 2 h. After monitoring by thin-layer chromatography, the reaction solution was hydrolyze... Reactants: C1CCNCC1, COc1cc2c(nc1OC)c(-c1cc3c(Cl)c(F)cnc3n1S(=O)(=O)c1ccc(C)cc1)cn2CCCI, ClCCl. Product: COc1cc2c(nc1OC)c(-c1cc3c(Cl)c(F)cnc3n1S(=O)(=O)c1ccc(C)cc1)cn2CCCN1CCCCC1. Reaction SMILES: [CH2:39]1[CH2:40][CH2:41][NH:42][CH2:43][CH2:44]1.[Cl:1][c:2]1[c:3]2[c:4]([n:5][cH:6][c:7]1[F:8])[n:9]([S:29](=[O:30])(=[O:31])[c:32]1[cH:33][cH:34][c:35]([CH3:38])[cH:36][cH:37]1)[c:10](-[c:12]1[cH:13][n:14]([CH2:25][CH2:26][CH2:27][I:28])[c:15]3[c:16]1[n:17][c:18]([O:23][CH3:24])[c:19]([O:21][CH3:22])[cH:20]3)[cH:11]2.[Cl:45][CH2:46][Cl:47]>>[Cl:1][c:2]1[c:3]2[c:4]([n:5][cH:6][c:7]1[F:8])[n:9]([S:29](=[O:30])(=[O:31])[c:32]1[cH:33][cH:34][c:35]([CH3:38])[cH:36][cH:37]1)[c:10](-[c:12]1[cH:13][n:14]([CH2:25][CH2:26][CH2:27][N:42]3[CH2:41][CH2:40][CH2:39][CH2:44][CH2:43]3)[c:15]3[c:16]1[n:17][c:18]([O:23][CH3:24])[c:19]([O:21][CH3:22])[cH:20]3)[cH:11]2. The reactants are O=C1CCC(=O)N1Br, ClC(Cl)(Cl)Cl, COC(=O)c1cccc(-c2ccc(C)cc2)c1, CC(C)(C#N)N=NC(C)(C)C#N. Yields the product COC(=O)c1cccc(-c2ccc(CBr)cc2)c1. Reaction SMILES: [Br:18][N:19]1[C:20](=[O:21])[CH2:22][CH2:23][C:24]1=[O:25].[C:38]([Cl:39])([Cl:40])([Cl:41])[Cl:42].[CH3:1][c:2]1[cH:3][cH:4][c:5](-[c:8]2[cH:9][c:10]([C:14](=[O:15])[O:16][CH3:17])[cH:11][cH:12][cH:13]2)[cH:6][cH:7]1.[N:26]([C:27]([CH3:28])([CH3:29])[C:30]#[N:31])=[N:32][C:33]([CH3:34])([CH3:35])[C:36]#[N:37]>>[CH2:1]([c:2]1[cH:3][cH:4][c:5](-[c:8]2[cH:9][c:10]([C:14](=[O:15])[O:16][CH3:17])[cH:11][cH:12][cH:13]2)[cH:6][cH:7]1)[Br:18].